Task: describe an organic reaction: reactants, conditions, products, and yield. Dataset: the Open Reaction Database (ORD), a public repository of structured organic reaction records The reactants are CC=1C(=C(C2=CC=CC=C2C1)C#CCO)C (Dimethylhydroxymethyl-1-naphthylacetylene), [OH-].[Na+] (NaOH), C1(=CC=CC=C1)C (toluene). RXN SMILES: C[C:2]1[C:3](C)=[C:4]([C:12]#[C:13]CO)[C:5]2[C:10]([CH:11]=1)=[CH:9][CH:8]=[CH:7][CH:6]=2.[OH-].[Na+].C1(C)C=CC=CC=1>C(OCC)C>[C:4]1([C:12]#[CH:13])[C:5]2[C:10](=[CH:9][CH:8]=[CH:7][CH:6]=2)[CH:11]=[CH:2][CH:3]=1 |f:1.2|. Yield: 88.8%. Run in C(C)OCC (Diethyl ether). Reported procedure: Dimethylhydroxymethyl-1-naphthylacetylene (898 mg, 4.27 mmol) and NaOH (239 mg, KISHIDA CHEMICAL CO., Ltd., 0.7 mm granular, 98% article, 5.98 mmol) were placed in a 30 mL two-neck flask equipped with a reflux condenser and the air inside the flask was replaced with Ar. 20 mL of toluene was added thereto and the mixture was refluxed at 120° C. for 30 minutes. Diethyl ether was added to the reaction mixture and the mixture was washed with a saturated aqueous ammonium chloride solution and dried o... The product is C1(=CC=CC2=CC=CC=C12)C#C (1-naphthylethyne). Run at temperature 120 celsius. The reactants are BrCc1ccccc1, Oc1ncccc1Br, [H-], [Na+], CN(C)C=O. Product: Brc1cccnc1OCc1ccccc1. As a reaction SMILES: [Br:11][CH2:12][c:13]1[cH:14][cH:15][cH:16][cH:17][cH:18]1.[Br:1][c:2]1[c:3]([OH:8])[n:4][cH:5][cH:6][cH:7]1.[H-:10].[Na+:9].[O:19]=[CH:20][N:21]([CH3:22])[CH3:23]>>[Br:1][c:2]1[c:3]([O:8][CH2:12][c:13]2[cH:14][cH:15][cH:16][cH:17][cH:18]2)[n:4][cH:5][cH:6][cH:7]1. Starting materials: BrCc1ccc(CBr)cc1, O=C([O-])[O-], [Cs+], [Cs+], CN(C)C=O, O, CC#CC(CC(=O)OCC)c1ccc(O)cc1. Yields the product CC#CC(CC(=O)OCC)c1ccc(OCc2ccc(CBr)cc2)cc1. As a reaction SMILES: [Br:18][CH2:19][c:20]1[cH:21][cH:22][c:23]([CH2:26][Br:27])[cH:24][cH:25]1.[C:28](=[O:29])([O-:30])[O-:31].[Cs+:32].[Cs+:33].[O:34]=[CH:35][N:36]([CH3:37])[CH3:38].[OH2:39].[OH:1][c:2]1[cH:3][cH:4][c:5]([CH:8]([CH2:9][C:10](=[O:11])[O:12][CH2:13][CH3:14])[C:15]#[C:16][CH3:17])[cH:6][cH:7]1>>[O:1]([c:2]1[cH:3][cH:4][c:5]([CH:8]([CH2:9][C:10](=[O:11])[O:12][CH2:13][CH3:14])[C:15]#[C:16][CH3:17])[cH:6][cH:7]1)[CH2:26][c:23]1[cH:22][cH:21][c:20]([CH2:19][Br:18])[cH:25][cH:24]1. Starting materials: O=C([O-])[O-], C[PH](C)=O, [Cs+], [Cs+], O=[N+]([O-])c1ccc(I)cc1, C1COCCO1. The product is CP(C)(=O)c1ccc([N+](=O)[O-])cc1. Reaction SMILES: [C:15](=[O:16])([O-:17])[O-:18].[CH3:11][PH:12]([CH3:13])=[O:14].[Cs+:19].[Cs+:20].[I:1][c:2]1[cH:3][cH:4][c:5]([N+:8](=[O:9])[O-:10])[cH:6][cH:7]1.[O:21]1[CH2:22][CH2:23][O:24][CH2:25][CH2:26]1>>[c:2]1([P:12]([CH3:11])([CH3:13])=[O:14])[cH:3][cH:4][c:5]([N+:8](=[O:9])[O-:10])[cH:6][cH:7]1. Reactants: CCN(C(C)C)C(C)C, O=Cc1sc(Cl)nc1Cl, NCc1ccncc1, C1CCOC1, O. Product: O=Cc1sc(NCc2ccncc2)nc1Cl. Reaction SMILES: [CH:9]([N:10]([CH2:11][CH3:12])[CH:13]([CH3:14])[CH3:15])([CH3:16])[CH3:17].[Cl:18][c:19]1[s:20][c:21]([CH:25]=[O:26])[c:22]([Cl:24])[n:23]1.[NH2:1][CH2:2][c:3]1[cH:4][cH:5][n:6][cH:7][cH:8]1.[O:28]1[CH2:29][CH2:30][CH2:31][CH2:32]1.[OH2:27]>>[NH:1]([CH2:2][c:3]1[cH:4][cH:5][n:6][cH:7][cH:8]1)[c:19]1[s:20][c:21]([CH:25]=[O:26])[c:22]([Cl:24])[n:23]1.